From a dataset of the Open Reaction Database (ORD), a public repository of structured organic reaction records. describe an organic reaction: reactants, conditions, products, and yield As a reaction SMILES: [Br-:14].[C:1]([CH:2]=[CH:3][CH:4]=[CH:5][CH3:6])(=[O:7])[OH:8].[CH2:15]([N+:16]([CH2:17][CH3:18])([CH2:19][CH3:20])[CH2:21][CH3:22])[CH3:23].[Cl:9][CH2:10][CH:11]1[CH2:12][O:13]1.[OH2:24]>>[C:1]([CH:2]=[CH:3][CH:4]=[CH:5][CH3:6])(=[O:7])[O:8][CH2:10][CH:11]1[CH2:12][O:13]1. Reactants: [Br-], CC=CC=CC(=O)O, CC[N+](CC)(CC)CC, ClCC1CO1, O. Product: CC=CC=CC(=O)OCC1CO1. Starting materials: Cl, Cl, Cl, COc1ccc2occ(COc3cccc4[nH]c(C(=O)NC5CCN(CCN6CCCCCC6)CC5)cc34)c2c1, NC1CCN(CCN2CCC(O)CC2)CC1. Yields the product COc1ccc2occ(COc3cccc4[nH]c(C(=O)NC5CCN(CCN6CCC(O)CC6)CC5)cc34)c2c1. RXN SMILES: [ClH:41].[ClH:42].[ClH:43].[N:1]1([CH2:8][CH2:9][N:10]2[CH2:11][CH2:12][CH:13]([NH:16][C:17](=[O:18])[c:19]3[nH:20][c:21]4[cH:22][cH:23][cH:24][c:25]([O:28][CH2:29][c:30]5[cH:31][o:32][c:33]6[c:34]5[cH:35][c:36]([O:39][CH3:40])[cH:37][cH:38]6)[c:26]4[cH:27]3)[CH2:14][CH2:15]2)[CH2:2][CH2:3][CH2:4][CH2:5][CH2:6][CH2:7]1.[NH2:44][CH:45]1[CH2:46][CH2:47][N:48]([CH2:49][CH2:50][N:51]2[CH2:52][CH2:53][CH:54]([OH:59])[CH2:55][CH2:56]2)[CH2:57][CH2:58]1>>[N:1]1([CH2:8][CH2:9][N:10]2[CH2:11][CH2:12][CH:13]([NH:16][C:17](=[O:18])[c:19]3[nH:20][c:21]4[cH:22][cH:23][cH:24][c:25]([O:28][CH2:29][c:30]5[cH:31][o:32][c:33]6[c:34]5[cH:35][c:36]([O:39][CH3:40])[cH:37][cH:38]6)[c:26]4[cH:27]3)[CH2:14][CH2:15]2)[CH2:2][CH2:3][CH:5]([OH:59])[CH2:6][CH2:7]1. Reaction SMILES: Br[C:2]1[CH:7]=[CH:6][C:5]([O:8][CH3:9])=[C:4]([O:10][CH2:11][CH2:12][CH2:13][O:14][CH3:15])[CH:3]=1.C([Li])[CH2:17][CH2:18][CH3:19].C(O[C:26]([N:28]1[C@H:32]([CH2:33][O:34][C:35]([O:37][C:38]([CH3:41])([CH3:40])[CH3:39])=[O:36])[CH2:31][C@@H:30]([CH:42]([CH3:44])[CH3:43])[C:29]1=[O:45])=[O:27])(C)(C)C.[C:46](O)(=O)C>O1CCCC1.CCCCCC>[C:38]([O:37][C:35](=[O:36])[O:34][CH2:33][C@@H:32]([NH:28][C:26]([C:18]([CH3:17])([CH3:19])[CH3:46])=[O:27])[CH2:31][C@H:30]([C:29](=[O:45])[C:2]1[CH:7]=[CH:6][C:5]([O:8][CH3:9])=[C:4]([O:10][CH2:11][CH2:12][CH2:13][O:14][CH3:15])[CH:3]=1)[CH:42]([CH3:43])[CH3:44])([CH3:39])([CH3:40])[CH3:41]. Reported procedure: A solution of 7.9 g of 4-bromo-1-methoxy-2-(3-methoxypropoxy)-benzene in 125 mL of tetrahydrofuran is cooled to −78° C. A solution of n-butyllithium (14.219 g of a 1.6 M solution in hexane) is added within 50 minutes. The reaction mixture is stirred for 90 minutes at −78° C. and treated slowly with 75 mL of a tetrahydrofuran solution of 8.93 g of (3S,5S)-5-tert-butoxycarbonyloxymethyl-3-isopropyl-2-oxo-pyrrolidine-1-carboxylic acid tert-butyl ester. The resulting reaction mixture is stirred for ... Reactants: C(CCC)[Li] (n-butyllithium), solution, C(C)(=O)O (Acetic acid), BrC1=CC(=C(C=C1)OC)OCCCOC (4-bromo-1-methoxy-2-(3-methoxypropoxy)-benzene), C(C)(C)(C)OC(=O)N1C([C@@H](C[C@H]1COC(=O)OC(C)(C)C)C(C)C)=O ((3S,5S)-5-tert-butoxycarbonyloxymethyl-3-isopropyl-2-oxo-pyrrolidine-1-carboxylic acid tert-butyl ester). The product is C(C)(C)(C)OC(OC[C@H](C[C@@H](C(C)C)C(C1=CC(=C(C=C1)OC)OCCCOC)=O)NC(=O)C(C)(C)C)=O (carbonic acid (2S,4S)-2-tert-butylcarbonylamino-4-[4-methoxy-3-(3-methoxy-propoxy)-benzoyl]-5-methyl-hexylester tert-butyl ester). Conditions: temperature -78 celsius, time 90 minute. Solvent: CCCCCC (hexane), O1CCCC1 (tetrahydrofuran), O1CCCC1 (tetrahydrofuran). The reactants are BrCCCN1C(C=2C(C1=O)=CC=CC2)=O (N-(3-bromopropyl)phthalimide), C(C)(C)N1CCNCC1 (1-isopropyl piperazine), C([O-])([O-])=O.[K+].[K+] (potassium carbonate). Solvent: CC(=O)C (acetone). Run at time 4 hour. Product: C(C)(C)N1CCN(CC1)CCCN1C(C=2C(C1=O)=CC=CC2)=O (N-[3-(4-isopropyl-1-piperazinyl)propyl]phthalimide). Yield: 122.8%. As a reaction SMILES: Br[CH2:2][CH2:3][CH2:4][N:5]1[C:9](=[O:10])[C:8]2=[CH:11][CH:12]=[CH:13][CH:14]=[C:7]2[C:6]1=[O:15].[CH:16]([N:19]1[CH2:24][CH2:23][NH:22][CH2:21][CH2:20]1)([CH3:18])[CH3:17].C(=O)([O-])[O-].[K+].[K+]>CC(C)=O>[CH:16]([N:19]1[CH2:24][CH2:23][N:22]([CH2:2][CH2:3][CH2:4][N:5]2[C:9](=[O:10])[C:8]3=[CH:11][CH:12]=[CH:13][CH:14]=[C:7]3[C:6]2=[O:15])[CH2:21][CH2:20]1)([CH3:18])[CH3:17] |f:2.3.4|. Procedure: To the solution of N-(3-bromopropyl)phthalimide (30.1 g) in acetone (200 ml) were added 1-isopropyl piperazine (23.0 g) and potassium carbonate (41.4 g). The resulting mixture was refluxed with stirring for 4 hours. The reaction maxture was cooled and then filtered. The filter cake was washed with acetone. The filtrate and washing were combined and evaporated under reduced pressure to give an oil of N-[3-(4-isopropyl-1-piperazinyl)propyl]phthalimide (43.5 g). Starting materials: CC(C)(C)[Si](C)(C)Cl, ClCCl, C1CCOC1, O, O=C1c2ccccc2C(=O)N1Cc1cccc(CO)c1, c1c[nH]cn1. Product: CC(C)(C)[Si](C)(C)OCc1cccc(CN2C(=O)c3ccccc3C2=O)c1. As a reaction SMILES: [C:6]([CH3:7])([CH3:8])([CH3:9])[Si:10]([CH3:11])([CH3:12])[Cl:13].[Cl:40][CH2:41][Cl:42].[O:35]1[CH2:36][CH2:37][CH2:38][CH2:39]1.[OH2:34].[OH:14][CH2:15][c:16]1[cH:17][c:18]([CH2:19][N:20]2[C:21](=[O:30])[c:22]3[cH:23][cH:24][cH:25][cH:26][c:27]3[C:28]2=[O:29])[cH:31][cH:32][cH:33]1.[nH:1]1[cH:2][cH:3][n:4][cH:5]1>>[C:6]([CH3:7])([CH3:8])([CH3:9])[Si:10]([CH3:11])([CH3:12])[O:14][CH2:15][c:16]1[cH:17][c:18]([CH2:19][N:20]2[C:21](=[O:30])[c:22]3[cH:23][cH:24][cH:25][cH:26][c:27]3[C:28]2=[O:29])[cH:31][cH:32][cH:33]1. Starting materials: FC(F)(F)c1cnc(Br)c(Cl)c1, O=C([O-])[O-], CN(C)C=O, [K+], [K+], CC(CO)NC(=O)c1cn(C)nc1C(F)F. Yields the product CC(COc1ncc(C(F)(F)F)cc1Cl)NC(=O)c1cn(C)nc1C(F)F. RXN SMILES: [Br:17][c:18]1[n:19][cH:20][c:21]([C:25]([F:26])([F:27])[F:28])[cH:22][c:23]1[Cl:24].[C:29](=[O:30])([O-:31])[O-:32].[CH3:35][N:36]([CH3:37])[CH:38]=[O:39].[K+:33].[K+:34].[OH:1][CH2:2][CH:3]([CH3:4])[NH:5][C:6](=[O:7])[c:8]1[c:9]([CH:14]([F:15])[F:16])[n:10][n:11]([CH3:13])[cH:12]1>>[O:1]([CH2:2][CH:3]([CH3:4])[NH:5][C:6](=[O:7])[c:8]1[c:9]([CH:14]([F:15])[F:16])[n:10][n:11]([CH3:13])[cH:12]1)[c:18]1[n:19][cH:20][c:21]([C:25]([F:26])([F:27])[F:28])[cH:22][c:23]1[Cl:24]. Reactants: N(=NC(=O)OCC)C(=O)OCC (diethyl azodicarboxylate), O[C@@H]1CC[C@H](CC1)NC(=O)[C@@H]1CN(CCC1)S(=O)(=O)C1=CC=CC=C1 ((3S)-N-(trans-4-hydroxycyclohexyl)-1-(phenylsulfonyl)piperidine-3-carboxamide), N1=CC=C(C=C1)O (4-pyridinol), C1(=CC=CC=C1)P(C1=CC=CC=C1)C1=CC=CC=C1 (triphenylphosphine). The yield is 6.3%. Run at time 8 hour. Run in O1CCCC1 (tetrahydrofuran), O1CCCC1 (tetrahydrofuran). Procedure: Under a nitrogen atmosphere, to a mixture of (3S)-N-(trans-4-hydroxycyclohexyl)-1-(phenylsulfonyl)piperidine-3-carboxamide (25 mg, 0.068 mmol), 4-pyridinol (9.7 mg, 0.10 mmol), and triphenylphosphine (26.8 mg, 0.10 mmol) in tetrahydrofuran (0.5 mL) was added a solution of diethyl azodicarboxylate (16 μL, 0.10 mmol) in tetrahydrofuran (0.1 mL). The mixture was stirred at r.t. overnight. The product was purified with prep. HPLC. 1.9 mg product was obtained, yield: 6.3%. LCMS: m/z 444.2 (M+H)+; 887... Reaction SMILES: [OH:1][C@H:2]1[CH2:7][CH2:6][C@H:5]([NH:8][C:9]([C@H:11]2[CH2:16][CH2:15][CH2:14][N:13]([S:17]([C:20]3[CH:25]=[CH:24][CH:23]=[CH:22][CH:21]=3)(=[O:19])=[O:18])[CH2:12]2)=[O:10])[CH2:4][CH2:3]1.[N:26]1[CH:31]=[CH:30][C:29](O)=[CH:28][CH:27]=1.C1(P(C2C=CC=CC=2)C2C=CC=CC=2)C=CC=CC=1.N(C(OCC)=O)=NC(OCC)=O>O1CCCC1>[C:20]1([S:17]([N:13]2[CH2:14][CH2:15][CH2:16][C@H:11]([C:9]([NH:8][CH:5]3[CH2:6][CH2:7][CH:2]([O:1][C:29]4[CH:30]=[CH:31][N:26]=[CH:27][CH:28]=4)[CH2:3][CH2:4]3)=[O:10])[CH2:12]2)(=[O:19])=[O:18])[CH:21]=[CH:22][CH:23]=[CH:24][CH:25]=1. Yields the product C1(=CC=CC=C1)S(=O)(=O)N1C[C@H](CCC1)C(=O)NC1CCC(CC1)OC1=CC=NC=C1 ((3S)-1-(Phenylsulfonyl)-N-[4-(pyridin-4-yloxy)cyclohexyl]piperidine-3-carboxamide).